From a dataset of the Open Reaction Database (ORD), a public repository of structured organic reaction records. describe an organic reaction: reactants, conditions, products, and yield Reactants: FC=1C=C(N)C=CC1N1CCOCC1 (3-fluoro-4-morpholin-4-yl aniline), C1(CC1)CN(C1=CC(=NC=N1)C(=O)O)CCC (6-[(cyclopropylmethyl)(propyl)amino]pyrimidine-4-carboxylic acid), C1(CC1)CN(C1=CC(=NC=N1)C(=O)O)CCC (6-[(cyclopropylmethyl)(propyl)amino]pyrimidine-4-carboxylic acid), C(C)(C)N(CC)C(C)C (diisopropylethylamine), ClC(=O)OC (methyl chloroformate). Solvent: C(Cl)Cl (DCM). Conditions: temperature 0 celsius, time 15 minute. Product: C1(CC1)CN(C1=CC(=NC=N1)C(=O)NC1=CC(=C(C=C1)N1CCOCC1)F)CCC (6-[(cyclopropylmethyl)(propyl)amino]-N-(3-fluoro-4-morpholin-4-ylphenyl)pyrimidine-4-carboxamide). RXN SMILES: [CH:1]1([CH2:4][N:5]([CH2:15][CH2:16][CH3:17])[C:6]2[N:11]=[CH:10][N:9]=[C:8]([C:12]([OH:14])=O)[CH:7]=2)[CH2:3][CH2:2]1.C(N(C(C)C)CC)(C)C.ClC(OC)=O.[F:32][C:33]1[CH:34]=[C:35]([CH:37]=[CH:38][C:39]=1[N:40]1[CH2:45][CH2:44][O:43][CH2:42][CH2:41]1)[NH2:36]>C(Cl)Cl>[CH:1]1([CH2:4][N:5]([CH2:15][CH2:16][CH3:17])[C:6]2[N:11]=[CH:10][N:9]=[C:8]([C:12]([NH:36][C:35]3[CH:37]=[CH:38][C:39]([N:40]4[CH2:41][CH2:42][O:43][CH2:44][CH2:45]4)=[C:33]([F:32])[CH:34]=3)=[O:14])[CH:7]=2)[CH2:2][CH2:3]1. Reported procedure: A cooled (0° C.) solution of 6-(cyclopropylmethyl(propyl)amino)pyrimidine-4-carboxylic acid (Intermediate 21, 112 mg; 0.45 mmol) in DCM was treated with diisopropylethylamine (78.4 mL; 0.52 mmol) and methyl chloroformate (36.2 mL; 0.47 mmol). After stirring at 0° C. for 15 minutes, 3-fluoro-4-morpholin-4-yl aniline (Bionet, 132 mg; 0.67 mmol) was added and the mixture stirred for 72 hours. The solvent was evaporated and the compound purified by preparative HPLC to give the title compound as a wh... Reactants: N#CCBr, O=C([O-])[O-], [Cs+], [Cs+], CN(C)C=O, Oc1ccc(-c2sc3ccccc3c2Cc2ccc(OCCN3CCCC3)cc2)cc1. Product: N#CCOc1ccc(-c2sc3ccccc3c2Cc2ccc(OCCN3CCCC3)cc2)cc1. As a reaction SMILES: [Br:38][CH2:39][C:40]#[N:41].[C:32](=[O:33])([O-:34])[O-:35].[Cs+:36].[Cs+:37].[O:42]=[CH:43][N:44]([CH3:45])[CH3:46].[OH:1][c:2]1[cH:3][cH:4][c:5](-[c:8]2[c:9]([CH2:17][c:18]3[cH:19][cH:20][c:21]([O:24][CH2:25][CH2:26][N:27]4[CH2:28][CH2:29][CH2:30][CH2:31]4)[cH:22][cH:23]3)[c:10]3[c:11]([s:12]2)[cH:13][cH:14][cH:15][cH:16]3)[cH:6][cH:7]1>>[O:1]([c:2]1[cH:3][cH:4][c:5](-[c:8]2[c:9]([CH2:17][c:18]3[cH:19][cH:20][c:21]([O:24][CH2:25][CH2:26][N:27]4[CH2:28][CH2:29][CH2:30][CH2:31]4)[cH:22][cH:23]3)[c:10]3[c:11]([s:12]2)[cH:13][cH:14][cH:15][cH:16]3)[cH:6][cH:7]1)[CH2:39][C:40]#[N:41]. Starting materials: ClC1=CC2=C(OC(C(N2C2CCN(CC2)C(=O)OC(C)(C)C)=O)(C)C)N=C1 (tert-butyl 4-(7-chloro-3,3-dimethyl-2-oxo-2,3-dihydro-1H-pyrido[2,3-b][1,4]oxazin-1-yl)piperidine-1-carboxylate), FC(C(=O)O)(F)F (trifluoroacetic acid). Solvent: ClCCl (dichloromethane). Reaction conditions: time 3 hour. The product is FC(C(=O)O)(F)F.ClC1=CC2=C(OC(C(N2C2CCNCC2)=O)(C)C)N=C1 (7-chloro-3,3-dimethyl-1-piperidin-4-yl-1H-pyrido[2,3-b][1,4]oxazin-2(3H)-one trifluoroacetate). RXN SMILES: [Cl:1][C:2]1[CH:27]=[N:26][C:5]2[O:6][C:7]([CH3:25])([CH3:24])[C:8](=[O:23])[N:9]([CH:10]3[CH2:15][CH2:14][N:13](C(OC(C)(C)C)=O)[CH2:12][CH2:11]3)[C:4]=2[CH:3]=1.[F:28][C:29]([F:34])([F:33])[C:30]([OH:32])=[O:31]>ClCCl>[F:28][C:29]([F:34])([F:33])[C:30]([OH:32])=[O:31].[Cl:1][C:2]1[CH:27]=[N:26][C:5]2[O:6][C:7]([CH3:24])([CH3:25])[C:8](=[O:23])[N:9]([CH:10]3[CH2:11][CH2:12][NH:13][CH2:14][CH2:15]3)[C:4]=2[CH:3]=1 |f:3.4|. Reported procedure: Under ice cooling, to a dichloromethane solution (145 ml) of tert-butyl 4-(7-chloro-3,3-dimethyl-2-oxo-2,3-dihydro-1H-pyrido[2,3-b][1,4]oxazin-1-yl)piperidine-1-carboxylate (74.2 g) was added trifluoroacetic acid (145 ml), followed by stirring at room temperature for 3 hours. After the reaction solution was concentrated under reduced pressure, ether was added to the residue, and the slurry was stirred overnight. The insolubles were collected by filtration to afford 7-chloro-3,3-dimethyl-1-piperi... Starting materials: BrC1=C(C=CC=C1)O (2-bromophenol), COCCl (chloromethyl methyl ether). Yields the product COCOC1=C(C=CC=C1)Br (2-Methoxymethoxybromobenzene). The yield is 99.9%. RXN SMILES: [Br:1][C:2]1[CH:7]=[CH:6][CH:5]=[CH:4][C:3]=1[OH:8].[CH3:9][O:10][CH2:11]Cl>>[CH3:9][O:10][CH2:11][O:8][C:3]1[CH:4]=[CH:5][CH:6]=[CH:7][C:2]=1[Br:1]. Procedure: In a manner similar to that of Example 7(a), by reaction of 15.00 g (86.7 mmol) of 2-bromophenol with 8.40 g (104.0 mmol) of chloromethyl methyl ether, 18.80 g (100%) of the expected product are obtained in the form of a beige-coloured oil.